From a dataset of the Open Reaction Database (ORD), a public repository of structured organic reaction records. describe an organic reaction: reactants, conditions, products, and yield Starting materials: [N+](=O)([O-])C1=CC=C(C=C1)S(=O)(=O)NC1=C(C=CC=C1)OC(F)(F)F (4-nitro-N-(2-(trifluoromethoxy)phenyl)benzenesulfonamide), [Sn](Cl)Cl (Tin (II) chloride). Run in CCO (EtOH). Reaction conditions: temperature 80 celsius, time 4 hour. Yields the product NC1=CC=C(C=C1)S(=O)(=O)NC1=C(C=CC=C1)OC(F)(F)F (4-amino-N-(2-(trifluoromethoxy)phenyl)benzenesulfonamide). Yield: 51.2%. As a reaction SMILES: [N+:1]([C:4]1[CH:9]=[CH:8][C:7]([S:10]([NH:13][C:14]2[CH:19]=[CH:18][CH:17]=[CH:16][C:15]=2[O:20][C:21]([F:24])([F:23])[F:22])(=[O:12])=[O:11])=[CH:6][CH:5]=1)([O-])=O.[Sn](Cl)Cl>CCO>[NH2:1][C:4]1[CH:5]=[CH:6][C:7]([S:10]([NH:13][C:14]2[CH:19]=[CH:18][CH:17]=[CH:16][C:15]=2[O:20][C:21]([F:24])([F:22])[F:23])(=[O:11])=[O:12])=[CH:8][CH:9]=1. Reported procedure: To a mixture of 4-nitro-N-(2-(trifluoromethoxy)phenyl)benzenesulfonamide (2.62 g, 7.23 mmol) in EtOH (60 mL) was added Tin (II) chloride dehydrate (8.16 g, 36.2 mmol). The reaction mixture was stirred for 4 h at 80° C. LC-MS and TLC analyses indicated that the reaction was completed. The mixture was cooled down to room temperature. The EtOH was removed via vacuo and the residual was taken up in EtOAc (100 mL), followed by the addition of 2N NaOH (40 mL to make basic). After stirring vigorously f... Yields the product ClCCCSCc1ccco1. Starting materials: ClCCCBr, CO, CC#N, CCOC(C)=O, SCc1ccco1. RXN SMILES: [Br:8][CH2:9][CH2:10][CH2:11][Cl:12].[CH3:13][OH:14].[CH3:15][C:16]#[N:17].[CH3:18][CH2:19][O:20][C:21](=[O:22])[CH3:23].[o:1]1[c:2]([CH2:6][SH:7])[cH:3][cH:4][cH:5]1>>[o:1]1[c:2]([CH2:6][S:7][CH2:9][CH2:10][CH2:11][Cl:12])[cH:3][cH:4][cH:5]1. The reactants are O(C1=CC=CC=C1)C1=CC(=C(C=C1)O)CCC (4-phenoxy-2-propylphenol), C([O-])([O-])=O.[K+].[K+] (potassium carbonate), C(C=C)Br (allyl bromide), Cl (HCl). Run in CN(C)C=O (DMF). Reaction conditions: temperature 50 celsius, time 5 hour. The product is C(C=C)OC1=C(C=C(C=C1)OC1=CC=CC=C1)CCC (2-propyl-4-phenoxyphenyl allyl ether). RXN SMILES: [O:1]([C:8]1[CH:13]=[CH:12][C:11]([OH:14])=[C:10]([CH2:15][CH2:16][CH3:17])[CH:9]=1)[C:2]1[CH:7]=[CH:6][CH:5]=[CH:4][CH:3]=1.C(=O)([O-])[O-].[K+].[K+].[CH2:24](Br)[CH:25]=[CH2:26].Cl>CN(C=O)C>[CH2:26]([O:14][C:11]1[CH:12]=[CH:13][C:8]([O:1][C:2]2[CH:3]=[CH:4][CH:5]=[CH:6][CH:7]=2)=[CH:9][C:10]=1[CH2:15][CH2:16][CH3:17])[CH:25]=[CH2:24] |f:1.2.3|. Reported procedure: To a solution of 4-phenoxy-2-propylphenol (PCT Application WO97/28115) in DMF was added potassium carbonate and allyl bromide. The reaction was stirred for 5 h at 50° C., and after cooling was neutralized with 1N HCl and extracted with ethyl acetate. The organic extract was washed with brine, dried over magnessium sulphate, filtered and concentrated to afford an oil which was chromatographed on silica gel (15% ethyl acetate:hexanes) to afford 2-propyl-4-phenoxyphenyl allyl ether. Reactants: BrC1=C(C=CC=C1C)/C(/C(=O)OC)=C\OC (Methyl E-(2-bromo-methylphenyl)-3-methoxy-2-propenoate), C1(=CC=CC=C1)P(C1=CC=CC=C1)C1=CC=CC=C1 (triphenylphosphine), C1(=CC=CC=C1)C (toluene). Yields the product [Br-].COC(=O)C(=COC)C1=C(C=CC=C1)C[P+](C1=CC=CC=C1)(C1=CC=CC=C1)C1=CC=CC=C1 ([[2-[1-(methoxycarbonyl)-2-methoxy-ethenyl]-phenyl]-methyl]-triphenyl phosphonium bromide). As a reaction SMILES: [Br:1][C:2]1[C:7](C)=[CH:6][CH:5]=[CH:4][C:3]=1/[C:9](=[CH:14]\[O:15][CH3:16])/[C:10]([O:12][CH3:13])=[O:11].[C:17]1([P:23]([C:30]2[CH:35]=[CH:34][CH:33]=[CH:32][CH:31]=2)[C:24]2[CH:29]=[CH:28][CH:27]=[CH:26][CH:25]=2)[CH:22]=[CH:21][CH:20]=[CH:19][CH:18]=1.[C:36]1(C)C=CC=CC=1>>[Br-:1].[CH3:13][O:12][C:10]([C:9]([C:3]1[CH:4]=[CH:5][CH:6]=[CH:7][C:2]=1[CH2:36][P+:23]([C:17]1[CH:18]=[CH:19][CH:20]=[CH:21][CH:22]=1)([C:24]1[CH:29]=[CH:28][CH:27]=[CH:26][CH:25]=1)[C:30]1[CH:31]=[CH:32][CH:33]=[CH:34][CH:35]=1)=[CH:14][O:15][CH3:16])=[O:11] |f:3.4|. Procedure details: A mixture of 64 g of the product of Stage D, 650 ml of toluene and 59 g of triphenylphosphine was refluxed for 2 hours 30 minutes and the reaction mixture was allowed to return to ambient temperature, then separated, washed with toluene and with isopropyl ether and dried to obtain 88 g of the desired product. Reactants: O (water), SC=1C=C(N)C=CC1 (3-mercaptoaniline), C([O-])([O-])=O.[K+].[K+] (potassium carbonate), C1(=CC=CC=C1)C(C)Br (1-phenylethyl bromide). The solvent is CN(C=O)C (N,N-dimethylformamide). Reaction conditions: time 2 hour. Product: C1(=CC=CC=C1)C(C)SC=1C=C(N)C=CC1 (3-(1-Phenylethylthio)aniline). Reaction SMILES: [SH:1][C:2]1[CH:3]=[C:4]([CH:6]=[CH:7][CH:8]=1)[NH2:5].C(=O)([O-])[O-].[K+].[K+].[C:15]1([CH:21](Br)[CH3:22])[CH:20]=[CH:19][CH:18]=[CH:17][CH:16]=1.O>CN(C)C=O>[C:15]1([CH:21]([S:1][C:2]2[CH:3]=[C:4]([CH:6]=[CH:7][CH:8]=2)[NH2:5])[CH3:22])[CH:20]=[CH:19][CH:18]=[CH:17][CH:16]=1 |f:1.2.3|. Procedure: To a mixture of 3-mercaptoaniline (1 g) and potassium carbonate (1.21 g) in N,N-dimethylformamide (20 mL) was added 1-phenylethyl bromide (1.2 mL), and the mixture was stirred at room temperature for 2 hours. To the reaction mixture was added water, and the resulting mixture was extracted with ethyl acetate. The extract was washed with water and brine successively, and dried over anhydrous magnesium sulfate. The solvent was removed under reduced pressure, and the residue was purified by column c... The reactants are B(Br)(Br)Br (boron tribromide), COC1=CC=C(C=C1)N1C(C2=CC=CC=C2C=C1C)=O (2-(4-methoxyphenyl)-3-methyl-1(2H)-isoquinolinone), C(O)([O-])=O.[Na+] (sodium hydrogen carbonate). Run in C(Cl)Cl (methylene chloride), C(Cl)Cl (methylene chloride). Run at time 2 hour. Product: OC1=CC=C(C=C1)N1C(C2=CC=CC=C2C=C1C)=O (2-(4-hydroxyphenyl)-3-methyl-1(2H)-isoquinolinone). Yield: 91.0%. RXN SMILES: C[O:2][C:3]1[CH:8]=[CH:7][C:6]([N:9]2[C:18]([CH3:19])=[CH:17][C:16]3[C:11](=[CH:12][CH:13]=[CH:14][CH:15]=3)[C:10]2=[O:20])=[CH:5][CH:4]=1.B(Br)(Br)Br.C(=O)([O-])O.[Na+]>C(Cl)Cl>[OH:2][C:3]1[CH:8]=[CH:7][C:6]([N:9]2[C:18]([CH3:19])=[CH:17][C:16]3[C:11](=[CH:12][CH:13]=[CH:14][CH:15]=3)[C:10]2=[O:20])=[CH:5][CH:4]=1 |f:2.3|. Reported procedure: 2-(4-methoxyphenyl)-3-methyl-1(2H)-isoquinolinone (56 mg, 0.21 mmol) was dissolved in dry methylene chloride, a 1M methylene chloride solution (0.63 mL) of boron tribromide was slowly added at −10° C., and stirred at room temperature for 2 hours. A saturated sodium hydrogen carbonate aqueous solution was added to the reaction mixture, and the methylene chloride distilled off under reduced pressure. 8N hydrochloric acid aqueous solution was added, and the solid precipitate was filtered off and dr... The reactants are C([C@@H]1[C@H]([C@@H]([C@H]([C@H](O1)OC[C@@H]2[C@H]([C@@H](C(O2)(CO)O)O)O)O)O)O)O (isomaltulose), glucopyranosido-1,6-mannitol, C([C@@H]1[C@H]([C@@H]([C@H]([C@H](O1)OC[C@@H]2[C@H]([C@@H](C(O2)(CO)O)O)O)O)O)O)O (isomaltulose). The reagents and catalysts are [Ni] (Raney nickel). The product is C([C@@H]1[C@H]([C@@H]([C@H]([C@H](O1)OC[C@H]([C@H]([C@@H]([C@H](CO)O)O)O)O)O)O)O)O (isomaltitol). Yield: 49.7%. Reaction SMILES: [CH2:1]([OH:23])[C@H:2]1[O:7][C@H:6]([O:8][CH2:9][C@H:10]2[O:14][C:13]([OH:17])([CH2:15][OH:16])[C@@H:12]([OH:18])[C@@H:11]2[OH:19])[C@H:5]([OH:20])[C@@H:4]([OH:21])[C@@H:3]1[OH:22]>[Ni]>[CH2:1]([OH:23])[C@H:2]1[O:7][C@H:6]([O:8][CH2:9][C@@H:10]([OH:14])[C@@H:11]([OH:19])[C@H:12]([OH:18])[C@@H:13]([OH:17])[CH2:15][OH:16])[C@H:5]([OH:20])[C@@H:4]([OH:21])[C@@H:3]1[OH:22]. Procedure details: In accordance with the process described in Example 1, 7.5 kg isomaltulose were dissolved at 80° C. to form a 75% by weight aqueous solution and then transferred to a heated autoclave equipped with an agitator and having a capacity of 20 l. In the autoclave the solution was mixed with an aqueous catalyst suspension containing 500 g Raney nickel. Hydrogenation and crystallization were then carried out as described in Example 1. After a reaction period of 3 hours, the isomaltulose charge had been ...